Dataset: the Open Reaction Database (ORD), a public repository of structured organic reaction records. Task: describe an organic reaction: reactants, conditions, products, and yield Reactants: N[C@@H]1CC[C@H](CC1)NC(OC(C)(C)C)=O (tert-butyl trans-4-aminocyclohexylcarbamate), C(C1=CC=CC=C1)=O (benzaldehyde), C(C)(=O)O[BH-](OC(C)=O)OC(C)=O.[Na+] (sodium triacetoxyborohydride). Yields the product C(C1=CC=CC=C1)N[C@@H]1CC[C@H](CC1)NC(OC(C)(C)C)=O (tert-Butyl trans-4-(benzylamino)cyclohexylcarbamate). The yield is 51.0%. As a reaction SMILES: [NH2:1][C@H:2]1[CH2:7][CH2:6][C@H:5]([NH:8][C:9](=[O:15])[O:10][C:11]([CH3:14])([CH3:13])[CH3:12])[CH2:4][CH2:3]1.[CH:16](=O)[C:17]1[CH:22]=[CH:21][CH:20]=[CH:19][CH:18]=1.C(O[BH-](OC(=O)C)OC(=O)C)(=O)C.[Na+]>>[CH2:16]([NH:1][C@H:2]1[CH2:7][CH2:6][C@H:5]([NH:8][C:9](=[O:15])[O:10][C:11]([CH3:12])([CH3:14])[CH3:13])[CH2:4][CH2:3]1)[C:17]1[CH:22]=[CH:21][CH:20]=[CH:19][CH:18]=1 |f:2.3|. Procedure details: The title compound was prepared by a similar method to example 5 from tert-butyl trans-4-aminocyclohexylcarbamate (1.0 g, 4.7 mmol) (J. Org. Chem. 8811, 61, 1996), benzaldehyde (530 mg, 5 mmol) and sodium triacetoxyborohydride (2.0 g, 9.4 mmol). The product was purified by column chromatography on silica gel eluting with a solvent system of dichloromethane:methanol:ammonia (95:5:0.5) to give the title compound (0.73 g) as a solid.